From a dataset of the Open Reaction Database (ORD), a public repository of structured organic reaction records. describe an organic reaction: reactants, conditions, products, and yield The reactants are N1N=CN=C1 (1,2,4-triazole), P(=O)(Cl)(Cl)Cl (phosphorous oxychloride), C(C1=CC=CC=C1)OC=1C=C(C=CC1)C=1N=C(N2N=CNC(C21)=O)C2CCC2 (5-(3-benzyloxy-phenyl)-7-cyclobutyl-3H-imidazo[5,1-f][1,2,4]triazin-4-one). Run in N1=CC=CC=C1 (pyridine), N1=CC=CC=C1 (pyridine). Run at time 15 minute. Product: C(C1=CC=CC=C1)OC=1C=C(C=CC1)C=1N=C(N2N=CN=C(C21)N)C2CCC2 (5-(3-benzyloxy-phenyl)-7-cyclobutyl-imidazo[5,1-f][1,2,4]triazin-4-ylamine). Reaction SMILES: [NH:1]1[CH:5]=[N:4][CH:3]=[N:2]1.P(Cl)(Cl)(Cl)=O.[CH2:11]([O:18][C:19]1[CH:20]=[C:21]([C:25]2[N:26]=[C:27]([CH:35]3[CH2:38][CH2:37][CH2:36]3)[N:28]3[C:33]=2C(=O)NC=N3)[CH:22]=[CH:23][CH:24]=1)[C:12]1[CH:17]=[CH:16][CH:15]=[CH:14][CH:13]=1>N1C=CC=CC=1>[CH2:11]([O:18][C:19]1[CH:20]=[C:21]([C:25]2[N:26]=[C:27]([CH:35]3[CH2:36][CH2:37][CH2:38]3)[N:28]3[C:33]=2[C:5]([NH2:1])=[N:4][CH:3]=[N:2]3)[CH:22]=[CH:23][CH:24]=1)[C:12]1[CH:13]=[CH:14][CH:15]=[CH:16][CH:17]=1. Reported procedure: To a solution of 1,2,4-triazole (167 mg, 2.417 mmol) in anhydrous pyridine (1.5 mL) was added phosphorous oxychloride (POCl3) (75 μL, 0.806 mmol) and stirred at rt for 15 min. To this mixture was added dropwise a solution of 5-(3-benzyloxy-phenyl)-7-cyclobutyl-3H-imidazo[5,1-f][1,2,4]triazin-4-one (100 mg, 0.269 mmol) in anhydrous pyridine (2.5 mL) over a 3.5 min period and stirred at rt for an additional 3 h. The reaction was cooled to 0° C. and quenched with 2M NH3 in i-PrOH (10 mL ) and stirr... The reactants are alkylated acetamide, CC1(C(NC2=CC(=C(C=C12)NC(C)=O)[N+](=O)[O-])=O)C (N-(3,3-dimethyl-6-nitro-2-oxo-2,3-dihydro-1H-indol-5-yl)-acetamide), light petroleum EtOAc, BrC\C=C\CC ((E)-1-bromo-2-pentene), CC(C)(C)[O-].[K+] (KOtBu), C1CCC2=NCCCN2CC1 (DBU). The solvent is CO (MeOH). The product is NC=1C=C2C(C(N(C2=CC1[N+](=O)[O-])C\C=C\CC)=O)(C)C ((E)-5-amino-3,3-dimethyl-6-nitro-1-(pent-2-enyl)-1,3-dihydro-indol-2-one). The yield is 37.1%. RXN SMILES: [CH3:1][C:2]1([CH3:19])[C:10]2[C:5](=[CH:6][C:7]([N+:15]([O-:17])=[O:16])=[C:8]([NH:11]C(=O)C)[CH:9]=2)[NH:4][C:3]1=[O:18].Br[CH2:21]/[CH:22]=[CH:23]/[CH2:24][CH3:25].CC([O-])(C)C.[K+].C1CCN2C(=NCCC2)CC1>CO>[NH2:11][C:8]1[CH:9]=[C:10]2[C:5](=[CH:6][C:7]=1[N+:15]([O-:17])=[O:16])[N:4]([CH2:21]/[CH:22]=[CH:23]/[CH2:24][CH3:25])[C:3](=[O:18])[C:2]2([CH3:1])[CH3:19] |f:2.3|. Procedure details: Analogously to general procedure (I) N-(3,3-dimethyl-6-nitro-2-oxo-2,3-dihydro-1H-indol-5-yl)-acetamide (1.47 g) is alkylated using (E)-1-bromo-2-pentene (1 g; 6.71 mmol) and KOtBu (0.75 g; 6.71 mmol) at RT for 20 h. After aqueous work-up and flash chromatography on silica gel eluting with light petroleum/EtOAc (2.5:1) the pure alkylated acetamide (0.85 g; 2.58 mmol) is de-acetylated under reflux conditions using DBU (0.6 ml) in MeOH (60 ml). (E)-5-amino-3,3-dimethyl-6-nitro-1-(pent-2-enyl)-1,3-...